From a dataset of the Open Reaction Database (ORD), a public repository of structured organic reaction records. describe an organic reaction: reactants, conditions, products, and yield Reactants: CO, COCCC(C(=O)OC)n1cccn1, Cl, [K+], [OH-], O. Yields the product COCCC(C(=O)O)n1cccn1. RXN SMILES: [CH3:18][OH:19].[CH3:1][O:2][CH2:3][CH2:4][CH:5]([C:6](=[O:7])[O:8][CH3:9])[n:10]1[n:11][cH:12][cH:13][cH:14]1.[ClH:17].[K+:16].[OH-:15].[OH2:20]>>[CH3:1][O:2][CH2:3][CH2:4][CH:5]([C:6](=[O:7])[OH:8])[n:10]1[n:11][cH:12][cH:13][cH:14]1. Starting materials: C(C1=CC=CC=C1)N1C=C(C2=CC(=CC=C12)C1=CC=C(C=C1)C(C)(C)C)C(C(=O)OCC)=O (ethyl {1-benzyl-5-[4-(tert-butyl)phenyl]-1H-indol-3-yl}(oxo)acetate), [OH-].[K+] (potassium hydroxide). Solvent: C1CCOC1 (THF), O (water). Product: C(C1=CC=CC=C1)N1C=C(C2=CC(=CC=C12)C1=CC=C(C=C1)C(C)(C)C)C(C(=O)O)=O ({1-Benzyl-5-[4-(tert-butyl)phenyl]-1H-indol-3-yl}(oxo)acetic acid). Isolated yield 62.5%. Reaction SMILES: [CH2:1]([N:8]1[C:16]2[C:11](=[CH:12][C:13]([C:17]3[CH:22]=[CH:21][C:20]([C:23]([CH3:26])([CH3:25])[CH3:24])=[CH:19][CH:18]=3)=[CH:14][CH:15]=2)[C:10]([C:27](=[O:33])[C:28]([O:30]CC)=[O:29])=[CH:9]1)[C:2]1[CH:7]=[CH:6][CH:5]=[CH:4][CH:3]=1.[OH-].[K+]>C1COCC1.O>[CH2:1]([N:8]1[C:16]2[C:11](=[CH:12][C:13]([C:17]3[CH:22]=[CH:21][C:20]([C:23]([CH3:26])([CH3:25])[CH3:24])=[CH:19][CH:18]=3)=[CH:14][CH:15]=2)[C:10]([C:27](=[O:33])[C:28]([OH:30])=[O:29])=[CH:9]1)[C:2]1[CH:3]=[CH:4][CH:5]=[CH:6][CH:7]=1 |f:1.2|. Reported procedure: {1-Benzyl-5-[4-(tert-butyl)phenyl]-1H-indol-3-yl}(oxo)acetic acid was prepared from ethyl {1-benzyl-5-[4-(tert-butyl)phenyl]-1H-indol-3-yl}(oxo)acetate (0.669 g, 1.52 mmol), potassium hydroxide (0.30 g, 5.3 mmol) in THF (15 mL) and water (15 mL) according to the procedure described in Step 4 of Example 5. Purification by crystallization from acetonitrile and drying at 90° C. furnished the title compound as a light yellow solid (0.391 g, 63%), mp: 210-211° C. (dec.). Mass spectrum (+APCI, [M+H]+)... The reactants are Cl (hydrochloric acid), C(C)(=O)N1C=NC=C1 (N-acetyl imidazole), C(C)(C)NC(C)C (N,N-diisopropylamine), C(CCC)[Li] (n-butyl lithium), BrC1=CC=C(C=C1)C(CC1=CC(=C(C=C1)SC)F)=NO (1-(4-bromophenyl)-2-(3-fluoro-4-methylthiophenyl)ethanone oxime), C(C)(C)[N-]C(C)C.[Li+] (lithium N,N-diisopropylamide). The solvent is O1CCCC1 (tetrahydrofuran), CCCCCC (hexane), O1CCCC1 (tetrahydrofuran), O1CCCC1 (tetrahydrofuran), CCCCCC (hexane). Run at time 1 hour. The product is BrC1=CC=C(C=C1)C1=NOC(C1C1=CC(=C(C=C1)SC)F)(O)C (3-(4-Bromophenyl)-4-(3-fluoro-4-methylthiophenyl)-5-methyl-4,5-dihydro-5-isoxazolol). Yield: 36.1%. RXN SMILES: [Br:1][C:2]1[CH:7]=[CH:6][C:5]([C:8](=[N:19][OH:20])[CH2:9][C:10]2[CH:15]=[CH:14][C:13]([S:16][CH3:17])=[C:12]([F:18])[CH:11]=2)=[CH:4][CH:3]=1.C([N-]C(C)C)(C)C.[Li+].C(NC(C)C)(C)C.C([Li])CCC.[C:41](N1C=CN=C1)(=[O:43])[CH3:42].Cl>O1CCCC1.CCCCCC>[Br:1][C:2]1[CH:3]=[CH:4][C:5]([C:8]2[CH:9]([C:10]3[CH:15]=[CH:14][C:13]([S:16][CH3:17])=[C:12]([F:18])[CH:11]=3)[C:41]([CH3:42])([OH:43])[O:20][N:19]=2)=[CH:6][CH:7]=1 |f:1.2|. Reported procedure: To a solution of 1-(4-bromophenyl)-2-(3-fluoro-4-methylthiophenyl)ethanone oxime (1.56 g, 4.42 mmol) in tetrahydrofuran (10 ml) was added dropwise 9.7 ml (9.70 mmol) of 1 M lithium N,N-diisopropylamide in tetrahydrofuran and hexane, which was prepared from N,N-diisopropylamine and 1.6 M n-butyl lithium in hexane, over 0.5 h at −78˜−50° C. After 1 h, a solution of N-acetyl imidazole (584 mg, 5.31 mmol) in tetrahydrofuran (10 ml) was added to the mixture at the same temperature. The resulting mixt...